From a dataset of the Open Reaction Database (ORD), a public repository of structured organic reaction records. describe an organic reaction: reactants, conditions, products, and yield Starting materials: CCO, CCOC(=O)C(=NOCC(=O)OC(C)(C)C)c1cccc([N+](=O)[O-])c1, O=[Pt]=O. The product is CCOC(=O)C(=NOCC(=O)OC(C)(C)C)c1cccc(N)c1. Reaction SMILES: [CH3:26][CH2:27][OH:28].[N+:1]([O-:2])(=[O:3])[c:4]1[cH:5][c:6]([C:10]([C:11](=[O:12])[O:13][CH2:14][CH3:15])=[N:16][O:17][CH2:18][C:19](=[O:20])[O:21][C:22]([CH3:23])([CH3:24])[CH3:25])[cH:7][cH:8][cH:9]1.[Pt:29](=[O:30])=[O:31]>>[NH2:1][c:4]1[cH:5][c:6]([C:10]([C:11](=[O:12])[O:13][CH2:14][CH3:15])=[N:16][O:17][CH2:18][C:19](=[O:20])[O:21][C:22]([CH3:23])([CH3:24])[CH3:25])[cH:7][cH:8][cH:9]1. Starting materials: O=C(NCCc1ccccc1)c1ccc(C(F)(F)F)cc1, CCOCC, [K+], [OH-]. Yields the product FC(F)(F)c1ccc(C2=NCCc3ccccc32)cc1. Reaction SMILES: [CH2:1]([CH2:2][c:3]1[cH:4][cH:5][cH:6][cH:7][cH:8]1)[NH:9][C:10]([c:11]1[cH:12][cH:13][c:14]([C:17]([F:18])([F:19])[F:20])[cH:15][cH:16]1)=[O:21].[CH2:24]([O:25][CH2:26][CH3:27])[CH3:28].[K+:23].[OH-:22]>>[CH2:1]1[CH2:2][c:3]2[cH:4][cH:5][cH:6][cH:7][c:8]2[C:10]([c:11]2[cH:12][cH:13][c:14]([C:17]([F:18])([F:19])[F:20])[cH:15][cH:16]2)=[N:9]1. Starting materials: Cn1ncc2cc(N)ccc21, [I-], O=N[O-], [Na+], [Na+], [Na+], [OH-], O, O=S(=O)(O)O. Product: Cn1ncc2cc(I)ccc21. Reaction SMILES: [CH3:1][n:2]1[n:3][cH:4][c:5]2[cH:6][c:7]([NH2:11])[cH:8][cH:9][c:10]12.[I-:22].[N:17]([O-:18])=[O:19].[Na+:20].[Na+:21].[Na+:24].[OH-:23].[OH2:25].[S:12](=[O:13])(=[O:14])([OH:15])[OH:16]>>[CH3:1][n:2]1[n:3][cH:4][c:5]2[cH:6][c:7]([I:22])[cH:8][cH:9][c:10]12. Yields the product CC(C)(C)c1cc(-n2nc3ccc(Cl)cc3n2)c(O)c(C(C)(C)C)c1. Reactants: C, Cc1ccccc1, CNC, CCC(C)O, [H][H], O, CC(C)(C)c1cc(-n2nc3cc(Cl)ccc3[n+]2[O-])c(O)c(C(C)(C)C)c1, [Pd]. As a reaction SMILES: [C:39].[CH3:27][c:28]1[cH:29][cH:30][cH:31][cH:32][cH:33]1.[CH3:34][NH:35][CH3:36].[CH3:42][CH:43]([OH:44])[CH2:45][CH3:46].[H:37][H:38].[OH2:41].[OH:1][c:2]1[c:3](-[n:16]2[n:17][c:18]3[c:19]([n+:20]2[O-:21])[cH:22][cH:23][c:24]([Cl:26])[cH:25]3)[cH:4][c:5]([C:12]([CH3:13])([CH3:14])[CH3:15])[cH:6][c:7]1[C:8]([CH3:9])([CH3:10])[CH3:11].[Pd:40]>>[OH:1][c:2]1[c:3](-[n:16]2[n:17][c:18]3[c:19]([n:20]2)[cH:22][cH:23][c:24]([Cl:26])[cH:25]3)[cH:4][c:5]([C:12]([CH3:13])([CH3:14])[CH3:15])[cH:6][c:7]1[C:8]([CH3:9])([CH3:10])[CH3:11]. The reactants are Cc1ccc(NC(=O)C(COCCO[Si](c2ccccc2)(c2ccccc2)C(C)(C)C)Oc2ncnc3c2cnn3-c2ccccc2Cl)nc1, C1CCOC1, CCCC[N+](CCCC)(CCCC)CCCC, [F-]. Yields the product Cc1ccc(NC(=O)C(COCCO)Oc2ncnc3c2cnn3-c2ccccc2Cl)nc1. As a reaction SMILES: [C:19]([Si:20]([c:21]1[cH:22][cH:23][cH:57][cH:58][cH:59]1)([O:24][CH2:25][CH2:26][O:27][CH2:28][CH:29]([C:30](=[O:31])[NH:32][c:33]1[n:34][cH:35][c:36]([CH3:39])[cH:37][cH:38]1)[O:40][c:41]1[c:42]2[c:43]([n:44][cH:45][n:46]1)[n:47](-[c:50]1[c:51]([Cl:56])[cH:52][cH:53][cH:54][cH:55]1)[n:48][cH:49]2)[c:60]1[cH:61][cH:62][cH:63][cH:64][cH:65]1)([CH3:66])([CH3:67])[CH3:68].[CH2:69]1[O:70][CH2:71][CH2:72][CH2:73]1.[CH3:2][CH2:3][CH2:4][CH2:5][N+:6]([CH2:7][CH2:8][CH2:9][CH3:10])([CH2:11][CH2:12][CH2:13][CH3:14])[CH2:15][CH2:16][CH2:17][CH3:18].[F-:1]>>[OH:24][CH2:25][CH2:26][O:27][CH2:28][CH:29]([C:30](=[O:31])[NH:32][c:33]1[n:34][cH:35][c:36]([CH3:39])[cH:37][cH:38]1)[O:40][c:41]1[c:42]2[c:43]([n:44][cH:45][n:46]1)[n:47](-[c:50]1[c:51]([Cl:56])[cH:52][cH:53][cH:54][cH:55]1)[n:48][cH:49]2. Reactants: COC=1C(C(C(C1C)C)C)=O (2-methoxy-3,4,5-trimethyl-2-cyclopenten-1-one), Cl (hydrochloric acid). Yields the product OC=1C(C(C(C1C)C)C)=O (2-hydroxy-3,4,5-trimethyl-2-cyclopenten-1-one). Yield: 72.8%. RXN SMILES: C[O:2][C:3]1[C:4](=[O:11])[CH:5]([CH3:10])[CH:6]([CH3:9])[C:7]=1[CH3:8].Cl>>[OH:11][C:4]1[C:3](=[O:2])[CH:7]([CH3:8])[CH:6]([CH3:9])[C:5]=1[CH3:10]. Reported procedure: 5.39 g (35 mmol) of 2-methoxy-3,4,5-trimethyl-2-cyclopenten-1-one are held at reflux temperature for 90 minutes with 53.9 g (10 fold amount by weight) of 5N hydrochloric acid. The reaction mixture is extracted 3 times with 50 ml of ether each time. The combined organic phases are dried over magnesium sulphate and concentrated on a rotary evaporator. The crude product is distilled at 45°-48° C./0.03 mbar and yields 3.57 g (72.9%) of 2-hydroxy-3,4,5-trimethyl-2-cyclopenten-1-one. Reactants: CC(C)Oc1c(Br)csc1C(=O)O, O=C(n1ccnc1)n1ccnc1, Cl, Nc1nnn[nH]1, C1CCOC1, O. The product is CC(C)Oc1c(Br)csc1C(=O)Nc1nnn[nH]1. As a reaction SMILES: [Br:13][c:14]1[c:15]([O:22][CH:23]([CH3:24])[CH3:25])[c:16]([C:19](=[O:20])[OH:21])[s:17][cH:18]1.[C:1]([n:2]1[cH:3][cH:4][n:5][cH:6]1)([n:7]1[cH:8][cH:9][n:10][cH:11]1)=[O:12].[ClH:32].[NH2:26][c:27]1[n:28][n:29][n:30][nH:31]1.[O:33]1[CH2:34][CH2:35][CH2:36][CH2:37]1.[OH2:38]>>[Br:13][c:14]1[c:15]([O:22][CH:23]([CH3:24])[CH3:25])[c:16]([C:19](=[O:20])[NH:26][c:27]2[n:28][n:29][n:30][nH:31]2)[s:17][cH:18]1. Reactants: C1(CC1)C[C@H](C(C(=O)OCC1=CC=CC=C1)C(=O)OC(C)(C)C)C(=O)OCC1=CC=CC=C1 (2,3-dibenzyl 3-tert-butyl 1-cyclopropyl-2(R),3(R,S),3-propanetricarboxylate), [H-].[Na+] (sodium hydride), BrCN1C(N(C(C1=O)(C)C)C)=O (1-(bromomethyl)-3,4,4-trimethyl-2,5-imidazolinedione). The solvent is COCCOC (1,2-dimethoxyethane), COCCOC (1,2-dimethoxyethane). Conditions: time 30 minute. The product is C1(CC1)C[C@H](C(CN1C(N(C(C1=O)(C)C)C)=O)(C(=O)OCC1=CC=CC=C1)C(=O)OC(C)(C)C)C(=O)OCC1=CC=CC=C1 (2,3-dibenzyl 3-tert-butyl 1-cyclopropyl-4-(3,4,4-trimethyl-2,5-dioxo-1-imidazolidinyl)-2(R),3(R,S),3-butanetricarboxylate). Isolated yield 74.6%. Reaction SMILES: [CH:1]1([CH2:4][C@@H:5]([C:24]([O:26][CH2:27][C:28]2[CH:33]=[CH:32][CH:31]=[CH:30][CH:29]=2)=[O:25])[CH:6]([C:17]([O:19][C:20]([CH3:23])([CH3:22])[CH3:21])=[O:18])[C:7]([O:9][CH2:10][C:11]2[CH:16]=[CH:15][CH:14]=[CH:13][CH:12]=2)=[O:8])[CH2:3][CH2:2]1.[H-].[Na+].Br[CH2:37][N:38]1[C:42](=[O:43])[C:41]([CH3:45])([CH3:44])[N:40]([CH3:46])[C:39]1=[O:47]>COCCOC>[CH:1]1([CH2:4][C@@H:5]([C:24]([O:26][CH2:27][C:28]2[CH:33]=[CH:32][CH:31]=[CH:30][CH:29]=2)=[O:25])[C:6]([C:17]([O:19][C:20]([CH3:22])([CH3:23])[CH3:21])=[O:18])([C:7]([O:9][CH2:10][C:11]2[CH:12]=[CH:13][CH:14]=[CH:15][CH:16]=2)=[O:8])[CH2:37][N:38]2[C:42](=[O:43])[C:41]([CH3:44])([CH3:45])[N:40]([CH3:46])[C:39]2=[O:47])[CH2:3][CH2:2]1 |f:1.2|. Procedure: A solution of 6.4 g of 2,3-dibenzyl 3-tert-butyl 1-cyclopropyl-2(R),3(R,S),3-propanetricarboxylate (1:1 mixture of diastereoisomers) in 30 ml of 1,2-dimethoxyethane was treated with 0.446 g of an 80% dispersion of sodium hydride in mineral oil. The mixture was stirred at room temperature for 30 minutes. A solution of 3.84 g of 1-(bromomethyl)-3,4,4-trimethyl-2,5-imidazolinedione in 20 ml of 1,2-dimethoxyethane was added dropwise over 15 minutes. The mixture was stirred at room temperature for 36...